From a dataset of the Open Reaction Database (ORD), a public repository of structured organic reaction records. describe an organic reaction: reactants, conditions, products, and yield Reactants: CC(C)(C)C(=O)[O-], CC#N, CC(=O)N(CC1CN(c2ccc(C3CCS(=O)(=O)CC3)c(F)c2)C(=O)O1)C(=O)OC(C)Cl, [Cs+], [I-], [Na+], O. Product: CC(=O)N(CC1CN(c2ccc(C3CCS(=O)(=O)CC3)c(F)c2)C(=O)O1)C(=O)OC(C)OC(=O)C(C)(C)C. RXN SMILES: [CH3:33][C:34]([C:35](=[O:36])[O-:37])([CH3:38])[CH3:39].[CH3:43][C:44]#[N:45].[Cl:1][CH:2]([CH3:3])[O:4][C:5]([N:6]([CH2:7][CH:8]1[CH2:9][N:10]([c:14]2[cH:15][c:16]([F:28])[c:17]([CH:20]3[CH2:21][CH2:22][S:23](=[O:26])(=[O:27])[CH2:24][CH2:25]3)[cH:18][cH:19]2)[C:11](=[O:13])[O:12]1)[C:29]([CH3:30])=[O:31])=[O:32].[Cs+:40].[I-:42].[Na+:41].[OH2:46]>>[CH:2]([CH3:3])([O:4][C:5]([N:6]([CH2:7][CH:8]1[CH2:9][N:10]([c:14]2[cH:15][c:16]([F:28])[c:17]([CH:20]3[CH2:21][CH2:22][S:23](=[O:26])(=[O:27])[CH2:24][CH2:25]3)[cH:18][cH:19]2)[C:11](=[O:13])[O:12]1)[C:29]([CH3:30])=[O:31])=[O:32])[O:37][C:35]([C:34]([CH3:33])([CH3:38])[CH3:39])=[O:36]. The reactants are COC=1C=C2C(CN=CC2=CC1)CCCC(=O)NC (4-(6-methoxy-3,4-dihydro-4-isoquinolinyl)-N-methylbutanamide). The reagents and catalysts are [Pd] (palladium-on-carbon). Solvent: CO (methanol). Reaction conditions: time 4 hour. Product: COC=1C=C2C(CNCC2=CC1)CCCC(=O)NC (4-(6-Methoxy-1,2,3,4-tetrahydro-4-isoquinolinyl)-N-methylbutanamide). RXN SMILES: [CH3:1][O:2][C:3]1[CH:4]=[C:5]2[C:10](=[CH:11][CH:12]=1)[CH:9]=[N:8][CH2:7][CH:6]2[CH2:13][CH2:14][CH2:15][C:16]([NH:18][CH3:19])=[O:17]>CO.[Pd]>[CH3:1][O:2][C:3]1[CH:4]=[C:5]2[C:10](=[CH:11][CH:12]=1)[CH2:9][NH:8][CH2:7][CH:6]2[CH2:13][CH2:14][CH2:15][C:16]([NH:18][CH3:19])=[O:17]. Procedure details: The compound obtained in Example 1 (54 mmol), in the form of a base, is dissolved in 50 ml of methanol and then palladium-on-carbon (150 mg) is added to the solution. The reaction mixture is stirred at ambient temperature and under hydrogen for 4 hours. After removal of the palladium-on-carbon by filtration, the organic phase is evaporated under reduced pressure. The oil obtained is purified by chromatography on silica gel to yield the title product in the form of a yellow oil. The reactants are ice water, [N+](=O)([O-])C1=C(C=C(C=C1)NC1CCC(CC1)O)C(F)(F)F (4-(4-nitro-3-trifluoromethyl-phenylamino)-cyclohexanol), C(C)(C)(C)OC(CBr)=O (tert-butyl-2-bromoacetate), [H-].[Na+] (Sodium hydride). The solvent is C1CCOC1 (THF). Run at temperature 0 celsius, time 30 minute. Product: C(C)(C)(C)OC(COC1CCC(CC1)NC1=CC(=C(C=C1)[N+](=O)[O-])C(F)(F)F)=O ([4-(4-nitro-3-trifluoromethyl-phenylamino)-cyclohexyloxy]-acetic acid tert-butyl ester). Isolated yield 36.2%. Reaction SMILES: [N+:1]([C:4]1[CH:9]=[CH:8][C:7]([NH:10][CH:11]2[CH2:16][CH2:15][CH:14]([OH:17])[CH2:13][CH2:12]2)=[CH:6][C:5]=1[C:18]([F:21])([F:20])[F:19])([O-:3])=[O:2].[H-].[Na+].[C:24]([O:28][C:29](=[O:32])[CH2:30]Br)([CH3:27])([CH3:26])[CH3:25]>C1COCC1>[C:24]([O:28][C:29](=[O:32])[CH2:30][O:17][CH:14]1[CH2:15][CH2:16][CH:11]([NH:10][C:7]2[CH:8]=[CH:9][C:4]([N+:1]([O-:3])=[O:2])=[C:5]([C:18]([F:19])([F:20])[F:21])[CH:6]=2)[CH2:12][CH2:13]1)([CH3:27])([CH3:26])[CH3:25] |f:1.2|. Reported procedure: In a 250 ml round-bottomed flask under nitrogen, a solution of 4-(4-nitro-3-trifluoromethyl-phenylamino)-cyclohexanol (10 g, 33 mmol) in 150 ml of THF was cooled using an external ice bath. Sodium hydride (3.65 g, 152 mmol, 3 eq) was then added and the mixture was stirred at ˜0° C. for 30 minutes before adding the tert-butyl-2-bromoacetate (9.6 g, 49.2 mmol, 1.5 eq). The solution was allowed to warm to room temperature while stirring overnight. The reaction was then diluted using 500 ml of ice-w... Reactants: C(C1=CC=CC=C1)C=1NC(=C(N1)C=O)C (2-benzyl-5-methyl-4-imidazolecarboxaldehyde), C(NN)(=O)OCC (ethyl carbazate). Yields the product C(C)OC(NN=CC=1N=C(NC1C)CC1=CC=CC=C1)=O (3-[(2-Benzyl-5-methyl-4-imidazolyl)methylene]carbazic acid ethyl ester). Reaction SMILES: [CH2:1]([C:8]1[NH:9][C:10]([CH3:15])=[C:11]([CH:13]=O)[N:12]=1)[C:2]1[CH:7]=[CH:6][CH:5]=[CH:4][CH:3]=1.[C:16]([O:20][CH2:21][CH3:22])(=[O:19])[NH:17][NH2:18]>>[CH2:21]([O:20][C:16](=[O:19])[NH:17][N:18]=[CH:13][C:11]1[N:12]=[C:8]([CH2:1][C:2]2[CH:7]=[CH:6][CH:5]=[CH:4][CH:3]=2)[NH:9][C:10]=1[CH3:15])[CH3:22]. Procedure: A 4.08 gm. portion of 2-benzyl-5-methyl-4-imidazolecarboxaldehyde and 2.29 gm. of ethyl carbazate are reacted as described in Example 32 giving the desired product, m.p. 190°-191.5° C.